From a dataset of the Open Reaction Database (ORD), a public repository of structured organic reaction records. describe an organic reaction: reactants, conditions, products, and yield Reactants: CC=1C2=C(OC(C1)=O)C(=C1OCC=CC1=C2)C (4,10-dimethyl-2H,8H-benzo[1,2-b;5,4-b']dipyran-2-one), C1=CCCCC1 (cyclohexene). The reagents and catalysts are [Pd] (palladium on activated carbon). Run in C(C)O (ethanol). Product: CC=1C2=C(OC(C1)=O)C(=C1OCCCC1=C2)C (6,7-dihydro-4,10-dimethyl-2H,8H- benzo[1,2-b;5,4-b']dipyran-2-one). The yield is 39.5%. Reaction SMILES: [CH3:1][C:2]1[C:3]2[CH:16]=[C:15]3[C:10]([O:11][CH2:12][CH:13]=[CH:14]3)=[C:9]([CH3:17])[C:4]=2[O:5][C:6](=[O:8])[CH:7]=1.C1CCCCC=1>[Pd].C(O)C>[CH3:1][C:2]1[C:3]2[CH:16]=[C:15]3[C:10]([O:11][CH2:12][CH2:13][CH2:14]3)=[C:9]([CH3:17])[C:4]=2[O:5][C:6](=[O:8])[CH:7]=1. Reported procedure: A mixture of 4,10-dimethyl-2H,8H-benzo[1,2-b;5,4-b']dipyran-2-one (100 mg, 0.44 mmoles), cyclohexene (0.5 ml, 4.94 mmoles) and palladium on activated carbon (10%, 50 mg) in ethanol (25 ml) was refluxed for 5 hr. The mixture was cooled, filtered and the solvent removed under reduced pressure. The residue was recrystallized from benzene/cyclohexene to afford colorless needles of 6,7-dihydro-4,10-dimethyl-2H,8H- benzo[1,2-b;5,4-b']dipyran-2-one (40 mg, 40%), mp 162°-163° C.; 1H NMR 1.93, mult, 2H, ...